From a dataset of the Open Reaction Database (ORD), a public repository of structured organic reaction records. describe an organic reaction: reactants, conditions, products, and yield Starting materials: Cc1cc(CC(OC(=O)N2CCC(N3Cc4cccc(F)c4NC3=O)CC2)C(=O)N2CCC(N3CCCCC3)CC2)cc2cn(COCC[Si](C)(C)C)nc12, O=C(O)C(F)(F)F. As a reaction SMILES: [F:1][c:2]1[cH:3][cH:4][cH:5][c:6]2[c:11]1[NH:10][C:9](=[O:12])[N:8]([CH:13]1[CH2:14][CH2:15][N:16]([C:19](=[O:20])[O:21][CH:22]([C:23]([N:24]3[CH2:25][CH2:26][CH:27]([N:30]4[CH2:31][CH2:32][CH2:33][CH2:34][CH2:35]4)[CH2:28][CH2:29]3)=[O:36])[CH2:37][c:38]3[cH:39][c:40]4[cH:41][n:42]([CH2:48][O:49][CH2:50][CH2:51][Si:52]([CH3:53])([CH3:54])[CH3:55])[n:43][c:44]4[c:45]([CH3:47])[cH:46]3)[CH2:17][CH2:18]1)[CH2:7]2.[OH:56][C:57]([C:58]([F:59])([F:60])[F:61])=[O:62]>>[F:1][c:2]1[cH:3][cH:4][cH:5][c:6]2[c:11]1[NH:10][C:9](=[O:12])[N:8]([CH:13]1[CH2:14][CH2:15][N:16]([C:19](=[O:20])[O:21][CH:22]([C:23]([N:24]3[CH2:25][CH2:26][CH:27]([N:30]4[CH2:31][CH2:32][CH2:33][CH2:34][CH2:35]4)[CH2:28][CH2:29]3)=[O:36])[CH2:37][c:38]3[cH:39][c:40]4[cH:41][n:42][nH:43][c:44]4[c:45]([CH3:47])[cH:46]3)[CH2:17][CH2:18]1)[CH2:7]2. Yields the product Cc1cc(CC(OC(=O)N2CCC(N3Cc4cccc(F)c4NC3=O)CC2)C(=O)N2CCC(N3CCCCC3)CC2)cc2cn[nH]c12. Starting materials: CN(C(C1=C(C=CC(=C1)OC)NC(=O)OCC1=CC=CC=C1)=O)OC (N-methyl-N-methyloxy-2-benzyloxycarbonylamino-5-methyloxy-benzamide). The reagents and catalysts are [C].[Pd] (palladium-carbon). Run in [H][H] (hydrogen), C(C)(=O)OCC (ethyl acetate), CO (methanol). Product: CN(C(C1=C(C=CC(=C1)OC)N)=O)OC (N-methyl-N-methyloxy 2-amino-5-methyloxy-benzamide). Yield: 104.2%. RXN SMILES: [CH3:1][N:2]([O:24][CH3:25])[C:3](=[O:23])[C:4]1[CH:9]=[C:8]([O:10][CH3:11])[CH:7]=[CH:6][C:5]=1[NH:12]C(OCC1C=CC=CC=1)=O>C(OCC)(=O)C.CO.[H][H].[C].[Pd]>[CH3:1][N:2]([O:24][CH3:25])[C:3](=[O:23])[C:4]1[CH:9]=[C:8]([O:10][CH3:11])[CH:7]=[CH:6][C:5]=1[NH2:12] |f:4.5|. Reported procedure: In a mixture of ethyl acetate (8 ml) and methanol (10 ml) was dissolved N-methyl-N-methyloxy-2-benzyloxycarbonylamino-5-methyloxy-benzamide (0.55 g). To the solution was added 10% palladium-carbon (0.1 g). The mixture was stirred for 40 minutes at ordinary temperature under atmospheric pressure in hydrogen streams. The reaction mixture was subjected to filtration, and the filtrate was concentrated under reduced pressure. From the concentrate, N-methyl-N-methyloxy 2-amino-5-methyloxy-benzamide (0... Reactants: C(C)(=O)O.COC(=O)C1C(CC(CC1)N)O (4-Amino-2-hydroxy-cyclohexanecarboxylic acid methyl ester acetic acid salt). Run in C1(=CC(=CC(=C1)C)C)C (mesitylene). The product is OC1C2C(NC(C1)CC2)=O (5-hydroxy-2-aza-bicyclo[2.2.2]octan-3-one). The yield is 72.6%. As a reaction SMILES: C(O)(=O)C.C[O:6][C:7]([CH:9]1[CH2:14][CH2:13][CH:12]([NH2:15])[CH2:11][CH:10]1[OH:16])=O>C1(C)C=C(C)C=C(C)C=1>[OH:16][CH:10]1[CH2:11][CH:12]2[CH2:13][CH2:14][CH:9]1[C:7](=[O:6])[NH:15]2 |f:0.1|. Procedure: 4-Amino-2-hydroxy-cyclohexanecarboxylic acid methyl ester acetic acid salt (6.6 g) was heated to reflux in mesitylene (60 ml) for 3 h. After cooling to rt, solvent was decanted and the crystals were washed with hexane three times to provide 2.9 g of 5-hydroxy-2-aza-bicyclo[2.2.2]octan-3-one (M+: 141). The reactants are BrC=1C=2C3=C(C(NC2C=CC1OC)=O)SC=C3 (9-bromo-8-methoxy-thieno[2,3-c]quinolin-4(5H)-one), CC1(OB(OC1(C)C)C1=CC=C(C=C1)[C@H](CNC(OC(C)(C)C)=O)C)C ((R)-tert-butyl 2-(4-(4,4,5,5-tetramethyl-1,3,2-dioxaborolan-2-yl)phenyl)propylcarbamate). The product is COC1=C(C=2C3=C(C(NC2C=C1)=O)SC=C3)C3=CC=C(C=C3)[C@H](CNC(OC(C)(C)C)=O)C ((R)-tert-Butyl 2-(4-(8-methoxy-4-oxo-4,5-dihydrothieno[2,3-c]quinolin-9-yl)phenyl)propylcarbamate). The yield is 48.4%. As a reaction SMILES: Br[C:2]1[C:3]2[C:4]3[CH:17]=[CH:16][S:15][C:5]=3[C:6](=[O:14])[NH:7][C:8]=2[CH:9]=[CH:10][C:11]=1[O:12][CH3:13].CC1(C)C(C)(C)OB([C:26]2[CH:31]=[CH:30][C:29]([C@@H:32]([CH3:42])[CH2:33][NH:34][C:35](=[O:41])[O:36][C:37]([CH3:40])([CH3:39])[CH3:38])=[CH:28][CH:27]=2)O1>>[CH3:13][O:12][C:11]1[CH:10]=[CH:9][C:8]2[NH:7][C:6](=[O:14])[C:5]3[S:15][CH:16]=[CH:17][C:4]=3[C:3]=2[C:2]=1[C:26]1[CH:27]=[CH:28][C:29]([C@@H:32]([CH3:42])[CH2:33][NH:34][C:35](=[O:41])[O:36][C:37]([CH3:39])([CH3:38])[CH3:40])=[CH:30][CH:31]=1. Procedure details: Following General Procedure B, 9-bromo-8-methoxy-thieno[2,3-c]quinolin-4(5H)-one (1.2 g, 4.0 mmol) was reacted with (R)-tert-butyl 2-(4-(4,4,5,5-tetramethyl-1,3,2-dioxaborolan-2-yl)phenyl)propylcarbamate (2.2 g, 6.1 mmol) to afford the desired product (900 mg, 48%) as a yellow solid: ESI MS m/z 465 [C26H28N2O4S+H]+. The reactants are CC(=O)O, CCOC(=O)c1c(=O)c2cc(F)c(Cl)cc2n2c3c(sc12)CCCC3, [Na+], [OH-], O. The product is O=C(O)c1c(=O)c2cc(F)c(Cl)cc2n2c3c(sc12)CCCC3. RXN SMILES: [CH3:28][C:29](=[O:30])[OH:31].[Cl:1][c:2]1[c:3]([F:25])[cH:4][c:5]2[c:6](=[O:24])[c:7]([C:19](=[O:20])[O:21][CH2:22][CH3:23])[c:8]3[n:9]([c:10]2[cH:11]1)[c:12]1[c:13]([s:14]3)[CH2:15][CH2:16][CH2:17][CH2:18]1.[Na+:27].[OH-:26].[OH2:32]>>[Cl:1][c:2]1[c:3]([F:25])[cH:4][c:5]2[c:6](=[O:24])[c:7]([C:19](=[O:20])[OH:21])[c:8]3[n:9]([c:10]2[cH:11]1)[c:12]1[c:13]([s:14]3)[CH2:15][CH2:16][CH2:17][CH2:18]1.